From a dataset of the Open Reaction Database (ORD), a public repository of structured organic reaction records. describe an organic reaction: reactants, conditions, products, and yield Reactants: CO, CSCc1cccc2c(C3(C4CC4)CCc4cc(F)ccc43)c[nH]c12, ClCCl, O=C(OO)c1cccc(Cl)c1. Product: CS(=O)Cc1cccc2c(C3(C4CC4)CCc4cc(F)ccc43)c[nH]c12. Reaction SMILES: [CH3:40][OH:41].[CH:1]1([C:4]2([c:14]3[cH:15][nH:16][c:17]4[c:18]([CH2:23][S:24][CH3:25])[cH:19][cH:20][cH:21][c:22]34)[CH2:5][CH2:6][c:7]3[cH:8][c:9]([F:13])[cH:10][cH:11][c:12]32)[CH2:2][CH2:3]1.[Cl:26][CH2:27][Cl:28].[OH:29][O:30][C:31]([c:32]1[cH:33][c:34]([Cl:35])[cH:36][cH:37][cH:38]1)=[O:39]>>[CH:1]1([C:4]2([c:14]3[cH:15][nH:16][c:17]4[c:18]([CH2:23][S:24]([CH3:25])=[O:29])[cH:19][cH:20][cH:21][c:22]34)[CH2:5][CH2:6][c:7]3[cH:8][c:9]([F:13])[cH:10][cH:11][c:12]32)[CH2:2][CH2:3]1. Starting materials: CO, Cl, [Na+], [OH-], O, COC(=O)c1ccc(C(=O)NN=C(C)c2nn(C)c(-c3ccc(C(F)(F)F)cc3)c2O)cc1. Yields the product CC(=NNC(=O)c1ccc(C(=O)O)cc1)c1nn(C)c(-c2ccc(C(F)(F)F)cc2)c1O. Reaction SMILES: [CH3:34][OH:35].[ClH:38].[Na+:37].[OH-:36].[OH2:39].[OH:1][c:2]1[c:3]([C:18]([CH3:19])=[N:20][NH:21][C:22](=[O:23])[c:24]2[cH:25][cH:26][c:27]([C:28](=[O:29])[O:30][CH3:31])[cH:32][cH:33]2)[n:4][n:5]([CH3:17])[c:6]1-[c:7]1[cH:8][cH:9][c:10]([C:13]([F:14])([F:15])[F:16])[cH:11][cH:12]1>>[OH:1][c:2]1[c:3]([C:18]([CH3:19])=[N:20][NH:21][C:22](=[O:23])[c:24]2[cH:25][cH:26][c:27]([C:28](=[O:29])[OH:30])[cH:32][cH:33]2)[n:4][n:5]([CH3:17])[c:6]1-[c:7]1[cH:8][cH:9][c:10]([C:13]([F:14])([F:15])[F:16])[cH:11][cH:12]1. The reactants are ClC=1C=C(C=CC1)C1=CN=C2N1C=CC=C2 (3-(3-Chloro-phenyl)-imidazo[1,2-a]pyridine), COC1=CC=C(C=C1)N (4-Methoxy-phenylamine), CC(C)([O-])C.[Na+] (sodium tertbutoxide). The solvent is C1(=CC=CC=C1)C (toluene). Conditions: temperature 110 celsius. Product: N=1C=C(N2C1C=CC=C2)C=2C=C(C=CC2)C2=C(C=CC(=C2)OC)N (2—(3-Imidazo[1,2-a]pyridin-3-yl-phenyl)-(4-methoxy-phenyl)-amine). Yield: 9.9%. As a reaction SMILES: Cl[C:2]1[CH:3]=[C:4]([C:8]2[N:12]3[CH:13]=[CH:14][CH:15]=[CH:16][C:11]3=[N:10][CH:9]=2)[CH:5]=[CH:6][CH:7]=1.[CH3:17][O:18][C:19]1[CH:24]=[CH:23][C:22]([NH2:25])=[CH:21][CH:20]=1.CC(C)([O-])C.[Na+]>C1(C)C=CC=CC=1>[N:10]1[CH:9]=[C:8]([C:4]2[CH:3]=[C:2]([C:23]3[CH:24]=[C:19]([O:18][CH3:17])[CH:20]=[CH:21][C:22]=3[NH2:25])[CH:7]=[CH:6][CH:5]=2)[N:12]2[CH:13]=[CH:14][CH:15]=[CH:16][C:11]=12 |f:2.3|. Reported procedure: A mixture of 3-(3-Chloro-phenyl)-imidazo[1,2-a]pyridine (183 mg, 0.8 mmol), 4-Methoxy-phenylamine (200 mg, 1.6 mmol) and sodium tertbutoxide (195 mg, 2 mmol) in dry toluene (3 ml) was deoxygenated. 2′-(Dimethylamino)-2-biphenylyl-palladium(II) chloride dinorbornylphosphine complex (45 mg, 0.08 mmol) was added and the reaction mixture deoxygenated again, then heated at 110° C. for 2 h. The mixture was allowed to cool, then partitioned between CH2Cl2 and H2O and separated using a phase separating ... Starting materials: C1CCOC1, CN1C(=O)CCC2(C)c3ccc(Br)cc3CCC12, ClC(Cl)Cl, OB(O)c1ccc(OC(F)(F)F)cc1, [Na+], [Na+], O=C([O-])[O-], [Pd], c1ccc(P(c2ccccc2)c2ccccc2)cc1, c1ccc(P(c2ccccc2)c2ccccc2)cc1, c1ccc(P(c2ccccc2)c2ccccc2)cc1, c1ccc(P(c2ccccc2)c2ccccc2)cc1. Yields the product CN1C(=O)CCC2(C)c3ccc(-c4ccc(OC(F)(F)F)cc4)cc3CCC12. As a reaction SMILES: [CH2:39]1[O:40][CH2:41][CH2:42][CH2:43]1.[CH3:1][N:2]1[C:3](=[O:18])[CH2:4][CH2:5][C:6]2([CH3:17])[c:7]3[c:8]([cH:12][c:13]([Br:16])[cH:14][cH:15]3)[CH2:9][CH2:10][CH:11]12.[CH:44]([Cl:45])([Cl:46])[Cl:47].[F:19][C:20]([O:21][c:22]1[cH:23][cH:24][c:25]([B:28]([OH:29])[OH:30])[cH:26][cH:27]1)([F:31])[F:32].[Na+:33].[Na+:34].[O-:35][C:36](=[O:37])[O-:38].[Pd:48].[c:106]1([P:107]([c:108]2[cH:109][cH:110][cH:111][cH:112][cH:113]2)[c:114]2[cH:115][cH:116][cH:117][cH:118][cH:119]2)[cH:120][cH:121][cH:122][cH:123][cH:124]1.[c:49]1([P:50]([c:51]2[cH:52][cH:53][cH:54][cH:55][cH:56]2)[c:57]2[cH:58][cH:59][cH:60][cH:61][cH:62]2)[cH:63][cH:64][cH:65][cH:66][cH:67]1.[c:68]1([P:69]([c:70]2[cH:71][cH:72][cH:73][cH:74][cH:75]2)[c:76]2[cH:77][cH:78][cH:79][cH:80][cH:81]2)[cH:82][cH:83][cH:84][cH:85][cH:86]1.[c:87]1([P:88]([c:89]2[cH:90][cH:91][cH:92][cH:93][cH:94]2)[c:95]2[cH:96][cH:97][cH:98][cH:99][cH:100]2)[cH:101][cH:102][cH:103][cH:104][cH:105]1>>[CH3:1][N:2]1[C:3](=[O:18])[CH2:4][CH2:5][C:6]2([CH3:17])[c:7]3[c:8]([cH:12][c:13](-[c:25]4[cH:24][cH:23][c:22]([O:21][C:20]([F:19])([F:31])[F:32])[cH:27][cH:26]4)[cH:14][cH:15]3)[CH2:9][CH2:10][CH:11]12. Reactants: CC=1C=CC(=NC1C)C(=O)C1=CNC2=CC=CC=C2C1=O (3-(5,6-dimethyl-pyridine-2-carbonyl)-1H-quinolin-4-one), white solid, [H-].[Na+] (sodium hydride), BrCC1=NC(=CC=C1)C (2-bromomethyl-6-methyl-pyridine). Run in CN(C=O)C (N,N-dimethylformamide). Product: CC=1C=CC(=NC1C)C(=O)C1=CN(C2=CC=CC=C2C1=O)CC1=NC(=CC=C1)C (3-(5,6-Dimethyl-pyridine-2-carbonyl)-1-(6-methyl-pyridin-2-ylmethyl)-1H-quinolin-4-one). Reaction SMILES: [CH3:1][C:2]1[CH:3]=[CH:4][C:5]([C:9]([C:11]2[C:20](=[O:21])[C:19]3[C:14](=[CH:15][CH:16]=[CH:17][CH:18]=3)[NH:13][CH:12]=2)=[O:10])=[N:6][C:7]=1[CH3:8].[H-].[Na+].Br[CH2:25][C:26]1[CH:31]=[CH:30][CH:29]=[C:28]([CH3:32])[N:27]=1>CN(C)C=O>[CH3:1][C:2]1[CH:3]=[CH:4][C:5]([C:9]([C:11]2[C:20](=[O:21])[C:19]3[C:14](=[CH:15][CH:16]=[CH:17][CH:18]=3)[N:13]([CH2:25][C:26]3[CH:31]=[CH:30][CH:29]=[C:28]([CH3:32])[N:27]=3)[CH:12]=2)=[O:10])=[N:6][C:7]=1[CH3:8] |f:1.2|. Procedure details: Experimental conditions analogous to those described for Step 3 of Example 1, from 95 mg (0.34 mmol) of 3-(5,6-dimethyl-pyridine-2-carbonyl)-1H-quinolin-4-one, 16 mg (0.41 mmol) of 60% sodium hydride, 77 mg (0.41 mmol) of 2-bromomethyl-6-methyl-pyridine and 1 mL of N,N-dimethylformamide. Yield: 14 mg of a white solid: LC-MSD, m/z for C24H21N3O2 [M+H]+=384.1; HPLC retention time: 1.9 min.